Dataset: the Open Reaction Database (ORD), a public repository of structured organic reaction records. Task: describe an organic reaction: reactants, conditions, products, and yield Starting materials: [N+](=O)([O-])C1=C(C=C(C=C1)C=1SC=CC1)NC(NCC1CCN(CC1)C(=O)OC(C)(C)C)=O (tert-butyl 4-((3-(2-nitro-5-(thiophen-2-yl)phenyl)ureido)methyl)piperidine-1-carboxylate), C(=O)(C(F)(F)F)O (TFA). Solvent: ClCCl (dichloromethane). Run at time 2 hour. Product: [N+](=O)([O-])C1=C(C=C(C=C1)C=1SC=CC1)NC(=O)NCC1CCNCC1 (1-(2-nitro-5-(thiophen-2-yl)phenyl)-3-(piperidin-4-ylmethyl)urea). The yield is 85.4%. Reaction SMILES: [N+:1]([C:4]1[CH:9]=[CH:8][C:7]([C:10]2[S:11][CH:12]=[CH:13][CH:14]=2)=[CH:6][C:5]=1[NH:15][C:16](=[O:32])[NH:17][CH2:18][CH:19]1[CH2:24][CH2:23][N:22](C(OC(C)(C)C)=O)[CH2:21][CH2:20]1)([O-:3])=[O:2].C(O)(C(F)(F)F)=O>ClCCl>[N+:1]([C:4]1[CH:9]=[CH:8][C:7]([C:10]2[S:11][CH:12]=[CH:13][CH:14]=2)=[CH:6][C:5]=1[NH:15][C:16]([NH:17][CH2:18][CH:19]1[CH2:24][CH2:23][NH:22][CH2:21][CH2:20]1)=[O:32])([O-:3])=[O:2]. Procedure details: To a solution of tert-butyl 4-((3-(2-nitro-5-(thiophen-2-yl)phenyl)ureido)methyl)piperidine-1-carboxylate (0.30 g, 0.65 mmol) in dichloromethane (15 mL) was added TFA (3 mL) at 0° C. The reaction was warmed to room temperature and stirred for 2 h. The reaction was concentrated. The crude residue was diluted with a saturated aqueous solution of sodium bicarbonate. The obtained solid was filtered, washed with water then washed with ether and pentane to afford 1-(2-nitro-5-(thiophen-2-yl)phenyl)-3-... Reactants: [OH-].[Na+] (NaOH), BrBr (Br2), Br[O-] (hypobromite), C(C1=CC=CC=C1)OCC12CC3(CC(CC3C1)C2)C(C)=O (1-{1-[(benzyloxy)methyl]tricyclo[3.3.1.03,7]non-3-yl}ethanone), CC(=O)O (AcOH). The solvent is O1CCOCC1 (1,4 dioxane), O (H2O), O (water), O1CCOCC1 (1,4-dioxane). Conditions: time 15 minute. Product: C(C1=CC=CC=C1)OCC12CC3(CC(CC3C1)C2)C(=O)O (1-[(benzyloxy)methyl]tricyclo[3.3.1.03,7]nonane-3-carboxylic acid). Isolated yield 54.8%. As a reaction SMILES: [OH-].[Na+].BrBr.Br[O-].[CH2:7]([O:14][CH2:15][C:16]12[CH2:24][CH:20]3[CH2:21][CH:22]([CH2:23]1)[C:18]([C:25](=[O:27])C)([CH2:19]3)[CH2:17]2)[C:8]1[CH:13]=[CH:12][CH:11]=[CH:10][CH:9]=1.CC(O)=[O:30]>O1CCOCC1.O>[CH2:7]([O:14][CH2:15][C:16]12[CH2:24][CH:20]3[CH2:21][CH:22]([CH2:23]1)[C:18]([C:25]([OH:30])=[O:27])([CH2:19]3)[CH2:17]2)[C:8]1[CH:9]=[CH:10][CH:11]=[CH:12][CH:13]=1 |f:0.1|. Reported procedure: To a mixture of NaOH (30.6 g, 765 mmol), H2O (255 mL) and 1,4 dioxane (51 mL) at ice bath temperature was added Br2 (15.2 mL, 285.6 mmol) and stirred for 15 minutes. This hypobromite solution was added dropwise to a stirred solution of 1-{1-[(benzyloxy)methyl]tricyclo[3.3.1.03,7]non-3-yl}ethanone (14.5 g, 51.0 mmol) in 1,4-dioxane (51 mL) at ice bath temperature. The reaction mixture was gradually warmed to r.t. and stirred for 1 h. The reaction mixture was cooled to ice bath temperature and que... Reactants: C(#N)C1=CC(=CC=2C(=COC21)C2=CC=CC=C2)C2=CC=CC=C2 (7-cyano-3,5-diphenylbenzofuran), O (water), [OH-].[K+] (potassium hydroxide), C(C)O (ethanol). The product is C1(=CC=CC=C1)C1=COC2=C1C=C(C=C2C(=O)O)C2=CC=CC=C2 (3,5-diphenylbenzofuran-7-carboxylic acid). As a reaction SMILES: [C:1]([C:3]1[C:11]2[O:10][CH:9]=[C:8]([C:12]3[CH:17]=[CH:16][CH:15]=[CH:14][CH:13]=3)[C:7]=2[CH:6]=[C:5]([C:18]2[CH:23]=[CH:22][CH:21]=[CH:20][CH:19]=2)[CH:4]=1)#N.[OH-:24].[K+].C(O)C.[OH2:29]>>[C:12]1([C:8]2[C:7]3[CH:6]=[C:5]([C:18]4[CH:23]=[CH:22][CH:21]=[CH:20][CH:19]=4)[CH:4]=[C:3]([C:1]([OH:29])=[O:24])[C:11]=3[O:10][CH:9]=2)[CH:13]=[CH:14][CH:15]=[CH:16][CH:17]=1 |f:1.2|. Procedure: A mixture containing 30 g. (0.10 mole) of the product of step C, 14.5 g. (0.22 mole) of 85 percent potassium hydroxide, 400 ml. of ethanol and 50 ml. of water is heated at its reflux temperature for 16 hours, cooled and filtered. The product is washed with ethanol, suspended in water and acidified with 6 N hydrochloric acid. The mixture is heated on a steam bath for one hour, cooled and filtered. Recrystallization from ethanol provides 3,5-diphenylbenzofuran-7-carboxylic acid as a white solid. The reactants are ClC1=CC=C(CC=2N=C(SC2C2=NN=CN2)C=2C(=NN3C2C=C(C=C3)CN)C)C=C1 (1-{3-[4-(4-chlorobenzyl)-5-(4H-1,2,4-triazol-3-yl)-1,3-thiazol-2-yl]-2-methylpyrazolo[1,5-a]pyridin-5-yl}methanamine), Cl.N1(N=CC=C1)C(=N)N (1H-pyrazole-1-carboxamidine hydrochloride), C(C)(C)N(C(C)C)CC (N,N-diisopropylethylamine). Run in O (water), CCOC(=O)C (EtOAc), CN(C=O)C (N,N-dimethylformamide), CO (MeOH). Run at time 23 hour. Yields the product ClC1=CC=C(CC=2N=C(SC2C2=NN=CN2)C=2C(=NN3C2C=C(C=C3)CNC(=N)N)C)C=C1 (N-({3-[4-(4-chlorobenzyl)-5-(4H-1,2,4-triazol-3-yl)-1,3-thiazol-2-yl]-2-methylpyrazolo[1,5-a]pyridin-5-yl}methyl)guanidine). Yield: 30.3%. RXN SMILES: [Cl:1][C:2]1[CH:30]=[CH:29][C:5]([CH2:6][C:7]2[N:8]=[C:9]([C:17]3[C:18]([CH3:28])=[N:19][N:20]4[CH:25]=[CH:24][C:23]([CH2:26][NH2:27])=[CH:22][C:21]=34)[S:10][C:11]=2[C:12]2[NH:16][CH:15]=[N:14][N:13]=2)=[CH:4][CH:3]=1.Cl.[N:32]1([C:37](N)=[NH:38])C=CC=N1.C(N(CC)C(C)C)(C)C>CN(C)C=O.O.CO.CCOC(C)=O>[Cl:1][C:2]1[CH:3]=[CH:4][C:5]([CH2:6][C:7]2[N:8]=[C:9]([C:17]3[C:18]([CH3:28])=[N:19][N:20]4[CH:25]=[CH:24][C:23]([CH2:26][NH:27][C:37]([NH2:38])=[NH:32])=[CH:22][C:21]=34)[S:10][C:11]=2[C:12]2[NH:16][CH:15]=[N:14][N:13]=2)=[CH:29][CH:30]=1 |f:1.2|. Procedure details: To a mixture of 1-{3-[4-(4-chlorobenzyl)-5-(4H-1,2,4-triazol-3-yl)-1,3-thiazol-2-yl]-2-methylpyrazolo[1,5-a]pyridin-5-yl}methanamine (0.0250 g, 0.0553 mmol) and 1H-pyrazole-1-carboxamidine hydrochloride (8.20 mg, 0.0559 mmol) in dry N,N-dimethylformamide (0.50 mL) was added N,N-diisopropylethylamine (7.15 mg, 0.0553 mmol). The solution was stirred at rt for 23 hours. The reaction mixture was diluted with water (15 mL) and extracted with EtOAc (5×15 mL). The EtOAc solution was washed with brine, ... The reactants are COC(Cl)Cl, [Cl-], [Cl-], [Cl-], [Cl-], ClCCl, Cc1cc(C)c(C(CCCCCC(=O)O)c2ccc(F)cc2)c(O)c1C, [Ti+4]. Product: Cc1c(C)c(C=O)c(C)c(C(CCCCCC(=O)O)c2ccc(F)cc2)c1O. As a reaction SMILES: [CH3:27][O:28][CH:29]([Cl:30])[Cl:31].[Cl-:35].[Cl-:36].[Cl-:37].[Cl-:38].[Cl:32][CH2:33][Cl:34].[F:1][c:2]1[cH:3][cH:4][c:5]([CH:8]([CH2:9][CH2:10][CH2:11][CH2:12][CH2:13][C:14](=[O:15])[OH:16])[c:17]2[c:18]([OH:26])[c:19]([CH3:25])[c:20]([CH3:24])[cH:21][c:22]2[CH3:23])[cH:6][cH:7]1.[Ti+4:39]>>[F:1][c:2]1[cH:3][cH:4][c:5]([CH:8]([CH2:9][CH2:10][CH2:11][CH2:12][CH2:13][C:14](=[O:15])[OH:16])[c:17]2[c:18]([OH:26])[c:19]([CH3:25])[c:20]([CH3:24])[c:21]([CH:27]=[O:28])[c:22]2[CH3:23])[cH:6][cH:7]1.